From a dataset of the Open Reaction Database (ORD), a public repository of structured organic reaction records. describe an organic reaction: reactants, conditions, products, and yield Starting materials: FC=1C=C(C=C(C1F)F)[C@@H]1COC[C@@H](N1)C(C)=O (1-[(3R,5R)-5-(3,4,5-trifluorophenyl)morpholine-3-yl]ethanone), C[Mg]Br (methylmagnesium bromide), resultant solution. The solvent is O1CCCC1 (tetrahydrofuran), [Cl-].[NH4+] (ammonium chloride), C(C)(=O)OCC (ethyl acetate). Product: FC=1C=C(C=C(C1F)F)[C@@H]1COC[C@@H](N1)C(C)(C)O (2-[(3R,5R)-5-(3,4,5-trifluorophenyl)morpholine-3-yl]propane-2-ol). As a reaction SMILES: [F:1][C:2]1[CH:3]=[C:4]([C@H:10]2[NH:15][C@@H:14]([C:16](=[O:18])[CH3:17])[CH2:13][O:12][CH2:11]2)[CH:5]=[C:6]([F:9])[C:7]=1[F:8].[CH3:19][Mg]Br>O1CCCC1.[Cl-].[NH4+].C(OCC)(=O)C>[F:9][C:6]1[CH:5]=[C:4]([C@H:10]2[NH:15][C@@H:14]([C:16]([OH:18])([CH3:19])[CH3:17])[CH2:13][O:12][CH2:11]2)[CH:3]=[C:2]([F:1])[C:7]=1[F:8] |f:3.4|. Procedure: To a solution of 1-[(3R,5R)-5-(3,4,5-trifluorophenyl)morpholine-3-yl]ethanone (529 mg) in tetrahydrofuran (25 mL) was, under a nitrogen atmosphere, dropwise added methylmagnesium bromide (0.97 M tetrahydrofuran solution, 4.63 mL) at 0° C. The resultant solution was stirred for 1 hour at the same temperature, and then diluted with aqueous ammonium chloride and ethyl acetate. The organic layer was partitioned, washed with brine, and then dried over anhydrous magnesium sulfate. Solvent was removed ... Run at temperature -78 celsius, time 1 hour. Product: C(C)(C)(C)OC(\C=C\CC[C@@H](C)O)=O ((2E,6R)-6-Hydroxyhept-2-enoic acid tert.-butyl ester). The reactants are C1CCOC1 (THF), C(C)(=O)OCC (ethyl acetate), C(=O)([O-])C(O)C(O)C(=O)[O-].[Na+].[K+] (potassium sodium tartrate), solution, C1(CC[C@@H](C)O1)=O ((R)-γ-valerolactone), C1CCOC1 (THF), solution A. RXN SMILES: [C:1]1(=[O:7])[O:6][C@H:4]([CH3:5])[CH2:3][CH2:2]1.C([O:11][CH2:12][CH3:13])(=O)C.[C:14]([CH:17]([CH:19](C([O-])=O)O)O)([O-])=O.[Na+].[K+].[CH2:26]1COCC1>>[C:4]([O:6][C:1](=[O:7])/[CH:2]=[CH:14]/[CH2:17][CH2:19][C@H:12]([OH:11])[CH3:13])([CH3:3])([CH3:5])[CH3:26] |f:2.3.4|. Procedure: Add 187.4 ml (187.4 mmol) of a 1 M solution of D113AH in THF dropwise to a solution of 17.87 g (178.5 mmol) (R)-γ-valerolactone [(5R)-5-methyldihydrofuran-2(3H)-one] in 200 ml abs. THF cooled to −78° C. Stir the solution for a further 1 h at −78° C. and then add solution A prepared above. At the end of addition, slowly heat the mixture to RT and stir overnight at RT. Add the reaction mixture to 300 ml ethyl acetate and precipitate with 50 ml concentrated potassium sodium tartrate solution. After... Reactants: FC=1C=C(C=C(C1)F)[C@H]1N(C(CCC1)=O)C(=O)OC(C)(C)C (tert-Butyl (2S)-2-(3,5-difluorophenyl)-6-oxopiperidine-1-carboxylate), ICC (iodoethane), solution, C[Si](C)(C)[N-][Si](C)(C)C.[Na+] (sodium bis(trimethylsilyl)amide), C1CCOC1 (THF), C1CCOC1 (THF). Conditions: temperature 0 celsius, time 2 hour. Product: FC=1C=C(C=C(C1)F)[C@@H]1CCC(C(N1C(=O)OC(C)(C)C)=O)(CC)CC (tert-Butyl (6S)-6-(3,5-difluorophenyl)-3,3-diethylpiperidin-2-one-1-carboxylate). RXN SMILES: [F:1][C:2]1[CH:3]=[C:4]([C@@H:9]2[CH2:14][CH2:13][CH2:12][C:11](=[O:15])[N:10]2[C:16]([O:18][C:19]([CH3:22])([CH3:21])[CH3:20])=[O:17])[CH:5]=[C:6]([F:8])[CH:7]=1.I[CH2:24][CH3:25].C[Si]([N-][Si](C)(C)C)(C)C.[Na+].[CH2:36]1COC[CH2:37]1>>[F:1][C:2]1[CH:3]=[C:4]([C@H:9]2[N:10]([C:16]([O:18][C:19]([CH3:22])([CH3:21])[CH3:20])=[O:17])[C:11](=[O:15])[C:12]([CH2:24][CH3:25])([CH2:36][CH3:37])[CH2:13][CH2:14]2)[CH:5]=[C:6]([F:8])[CH:7]=1 |f:2.3|. Procedure details: To a solution of tert-butyl (2S)-2-(3,5-difluorophenyl)-6-oxopiperidine-1-carboxylate from Step C (1.53 g, 4.91 mmol) and iodoethane (0.993 mL, 12.3 mmol) in THF (15 mL) at −78° C. was added a 1 M solution of sodium bis(trimethylsilyl)amide in THF (10.8 mL, 10.8 mmol) dropwise over 15 min. The resulting mixture was stirred at −78° C. for 10 min and at 0° C. for 2 h, then quenched with saturated aqueous NH4Cl (50 mL) and extracted with EtOAc (3×50 mL). The combined organic layers were dried over ... Starting materials: NC1=CC=C(C=CC(=O)OC)C=C1 (methyl 4-aminocinnamate), C(C(=O)C)CC(C)=O (acetonylacetone), O (water). Run in C1(=CC=CC=C1)C (toluene). Run at time 16 hour. Product: CC=1N(C(=CC1)C)C1=CC=C(C=CC(=O)OC)C=C1 (methyl 4-(2,5-dimethyl-1H-pyrrol-1-yl)-cinnamate). RXN SMILES: [NH2:1][C:2]1[CH:13]=[CH:12][C:5]([CH:6]=[CH:7][C:8]([O:10][CH3:11])=[O:9])=[CH:4][CH:3]=1.[CH2:14]([CH2:18][C:19](=O)[CH3:20])[C:15]([CH3:17])=O.O>C1(C)C=CC=CC=1>[CH3:20][C:19]1[N:1]([C:2]2[CH:3]=[CH:4][C:5]([CH:6]=[CH:7][C:8]([O:10][CH3:11])=[O:9])=[CH:12][CH:13]=2)[C:15]([CH3:17])=[CH:14][CH:18]=1. Procedure: A mixture of 21.4 g of methyl 4-aminocinnamate and 50 g of acetonylacetone in 500 ml of toluene is heated under reflux using a Dean Stark water separator for 16 hours. The solution is washed with ice cold dilute hydrochloric acid, brine, and then dried over magnesium sulfate. The organic phase is filtered through silica gel, evaporated at 60° under reduced pressure and the residue is crystallized from hexane to yield methyl 4-(2,5-dimethyl-1H-pyrrol-1-yl)-cinnamate, m.p. 73°-75°. A solution of t... The reactants are BrC=1C=NN(C1)C1=NC=CC=C1 (2-(4bromo-1H-pyrazol-1-yl)pyridine), COC=1C=C(C=CC1)B(O)O (3-methoxyphenylboronic acid), C([O-])([O-])=O.[K+].[K+] (potassium carbonate). The reagents and catalysts are C=1C=CC(=CC1)[P](C=2C=CC=CC2)(C=3C=CC=CC3)[Pd]([P](C=4C=CC=CC4)(C=5C=CC=CC5)C=6C=CC=CC6)([P](C=7C=CC=CC7)(C=8C=CC=CC8)C=9C=CC=CC9)[P](C=1C=CC=CC1)(C=1C=CC=CC1)C=1C=CC=CC1 (tetrakis(triphenylphosphine)palladium(0)). Solvent: COCCOC (ethyleneglycol dimethyl ether), O (H2O). Conditions: temperature 70 celsius, time 15 minute. Yields the product COC=1C=C(C=CC1)C=1C=NN(C1)C1=NC=CC=C1 (2-[4(3-methoxyphenyl)-1H-pyrazol-1-yl]pyridine). Reaction SMILES: Br[C:2]1[CH:3]=[N:4][N:5]([C:7]2[CH:12]=[CH:11][CH:10]=[CH:9][N:8]=2)[CH:6]=1.[CH3:13][O:14][C:15]1[CH:16]=[C:17](B(O)O)[CH:18]=[CH:19][CH:20]=1.C(=O)([O-])[O-].[K+].[K+]>COCCOC.O.C1C=CC([P]([Pd]([P](C2C=CC=CC=2)(C2C=CC=CC=2)C2C=CC=CC=2)([P](C2C=CC=CC=2)(C2C=CC=CC=2)C2C=CC=CC=2)[P](C2C=CC=CC=2)(C2C=CC=CC=2)C2C=CC=CC=2)(C2C=CC=CC=2)C2C=CC=CC=2)=CC=1>[CH3:13][O:14][C:15]1[CH:20]=[C:19]([C:2]2[CH:3]=[N:4][N:5]([C:7]3[CH:12]=[CH:11][CH:10]=[CH:9][N:8]=3)[CH:6]=2)[CH:18]=[CH:17][CH:16]=1 |f:2.3.4,^1:40,42,61,80|. Procedure details: A solution of 2-(4bromo-1H-pyrazol-1-yl)pyridine (0.669 g, 3.0 mmol), 3-methoxyphenylboronic acid (0.453 g, 3.0 mmol) and potassium carbonate (0.828 g, 6.0 mmol) in a mixture of ethyleneglycol dimethyl ether (20 mL) and H2O (4 mL) were degassed by argon bubbling for 15 min., then tetrakis(triphenylphosphine)palladium(0) (20 mg, 0.017 mmol) was added and degassing continued a further 15 min. The resulting solution was stirred at 70° C. for 14 h, whereupon H2O (30 mL) was added, then extracted wit...